Dataset: the Open Reaction Database (ORD), a public repository of structured organic reaction records. Task: describe an organic reaction: reactants, conditions, products, and yield The reactants are ClC1=C(C=CC(=C1F)OCC)C1(CCC(CC1)CC[C@@H]1CC[C@H](CC1)CCC)O (1-(2-chloro-4-ethoxy-3-fluorophenyl)-4-(2-(trans-4-propylcyclohexyl)ethyl)cyclohexanol), C1(=CC=C(C=C1)S(=O)(=O)O)C (p-toluenesulfonic acid), C1(=CC=CC=C1)C (toluene), O (water), O (water), C1(=CC=CC=C1)C (toluene). The product is ClC1=C(C=CC(=C1F)OCC)C1=CCC(CC1)C(C)[C@@H]1CC[C@H](CC1)CCC (2-chloro-4-ethoxy-3-fluoro-1-(4-(2-(trans-4-propylcyclohexyl)-2-ethyl)-cyclohexa-1-enyl)benzene). RXN SMILES: [Cl:1][C:2]1[C:7]([F:8])=[C:6]([O:9][CH2:10][CH3:11])[CH:5]=[CH:4][C:3]=1[C:12]1(O)[CH2:17][CH2:16][CH:15]([CH2:18][CH2:19][C@H]2CC[C@H](CCC)CC2)[CH2:14][CH2:13]1.[C:30]1([CH3:40])[CH:35]=[CH:34][C:33](S(O)(=O)=O)=[CH:32][CH:31]=1.O.[C:42]1(C)C=CC=C[CH:43]=1>>[Cl:1][C:2]1[C:7]([F:8])=[C:6]([O:9][CH2:10][CH3:11])[CH:5]=[CH:4][C:3]=1[C:12]1[CH2:17][CH2:16][CH:15]([CH:18]([C@H:33]2[CH2:34][CH2:35][C@H:30]([CH2:40][CH2:42][CH3:43])[CH2:31][CH2:32]2)[CH3:19])[CH2:14][CH:13]=1. Procedure details: 16.4 g of the compound (8), 0.2 g of p-toluenesulfonic acid and 80 mL of toluene were mixed, and the mixture was refluxed under heating for 2 hours while water distilled out was removed. After cooling the resulting reaction mixture to 25° C., 200 mL of water and 200 mL of toluene were added to and mixed with the reaction mixture, which was separated into an organic layer and an aqueous layer by standing still, so as to attain extraction to the organic layer. The resulting organic layer was fract...